The task is: describe an organic reaction: reactants, conditions, products, and yield. This data is from the Open Reaction Database (ORD), a public repository of structured organic reaction records. Reactants: COC(=O)CC(C#N)=CC(C)C, CO, [H][H]. Product: COC(=O)CC(C#N)CC(C)C. RXN SMILES: [C:1](#[N:2])[C:3]([CH2:4][C:5](=[O:6])[O:7][CH3:8])=[CH:9][CH:10]([CH3:11])[CH3:12].[CH3:15][OH:16].[H:13][H:14]>>[C:1](#[N:2])[CH:3]([CH2:4][C:5](=[O:6])[O:7][CH3:8])[CH2:9][CH:10]([CH3:11])[CH3:12]. The reactants are [BH4-], CO, Cl, [Li+], O=c1c(C2=NS(=O)(=O)c3ccccc3N2)c(O)c2ccccc2n1N=Cc1ccco1, C1CCOC1, O. Product: O=c1c(C2=NS(=O)(=O)c3ccccc3N2)c(O)c2ccccc2n1NCc1ccco1. RXN SMILES: [BH4-:34].[CH3:32][OH:33].[ClH:36].[Li+:35].[O:1]=[S:2]1(=[O:31])[N:3]=[C:4]([c:12]2[c:13](=[O:30])[n:14]([N:23]=[CH:24][c:25]3[o:26][cH:27][cH:28][cH:29]3)[c:15]3[cH:16][cH:17][cH:18][cH:19][c:20]3[c:21]2[OH:22])[NH:5][c:6]2[c:7]1[cH:8][cH:9][cH:10][cH:11]2.[O:37]1[CH2:38][CH2:39][CH2:40][CH2:41]1.[OH2:42]>>[O:1]=[S:2]1(=[O:31])[N:3]=[C:4]([c:12]2[c:13](=[O:30])[n:14]([NH:23][CH2:24][c:25]3[o:26][cH:27][cH:28][cH:29]3)[c:15]3[cH:16][cH:17][cH:18][cH:19][c:20]3[c:21]2[OH:22])[NH:5][c:6]2[c:7]1[cH:8][cH:9][cH:10][cH:11]2. Reactants: O1C(=NC=C1)C1=CC=C(C=C1)O (4-(2-Oxazolyl)phenol), COC1=CC=C(C=C1)C=1OC(=C(N1)C)C (2-(4-Methoxyphenyl)-4,5-dimethyloxazole), C(C)(C)(C)OC (methyl t-butyl ether). Product: COC1=CC=C(C=C1)C=1OC(=C(N1)C(=O)OCC)C (2-(4-Methoxyphenyl)-4-carbethoxy-5-methyloxazole). Reported procedure: 2-(4-Methoxyphenyl)-4-carbethoxy-5-methyloxazole was prepared in 61% yield by zinc dust reduction of the compound of part (a) in accordance with the procedure of Example 89, part (b), and obtained as a crystalline material, m.p. 74°-76° C. (from methyl t-butyl ether). Reagents/catalysts: [Zn] (zinc). As a reaction SMILES: [O:1]1C=CN=[C:2]1[C:6]1C=CC(O)=CC=1.[CH3:13][O:14][C:15]1[CH:20]=[CH:19][C:18]([C:21]2[O:22][C:23]([CH3:27])=[C:24]([CH3:26])[N:25]=2)=[CH:17][CH:16]=1.C([O:32]C)(C)(C)C>[Zn]>[CH3:13][O:14][C:15]1[CH:16]=[CH:17][C:18]([C:21]2[O:22][C:23]([CH3:27])=[C:24]([C:26]([O:1][CH2:2][CH3:6])=[O:32])[N:25]=2)=[CH:19][CH:20]=1. The yield is 61.0%.